From a dataset of the Open Reaction Database (ORD), a public repository of structured organic reaction records. describe an organic reaction: reactants, conditions, products, and yield Starting materials: Cl.ClC1=CC=C(CN(N)C2=CC=C(C=C2)F)C=C1 (1-(p-chlorobenzyl)-1-(4-fluorophenyl)hydrazine hydrochloride), COC(CCC(CSC)=O)=O (methyl-5-methylthio-4-oxopentanoate). Run in C(C)(C)(C)O (t-butanol). Yields the product ClC1=CC=C(CN2C(=C(C3=CC(=CC=C23)F)SC)CCC(=O)O)C=C1 (1-(p Chlorobenzyl)-5-fluoro-3-methylthioindole-2-propanoic acid). Reaction SMILES: Cl.[Cl:2][C:3]1[CH:18]=[CH:17][C:6]([CH2:7][N:8]([C:10]2[CH:15]=[CH:14][C:13]([F:16])=[CH:12][CH:11]=2)N)=[CH:5][CH:4]=1.C[O:20][C:21](=[O:29])[CH2:22][CH2:23][C:24](=O)[CH2:25][S:26][CH3:27]>C(O)(C)(C)C>[Cl:2][C:3]1[CH:18]=[CH:17][C:6]([CH2:7][N:8]2[C:10]3[C:15](=[CH:14][C:13]([F:16])=[CH:12][CH:11]=3)[C:25]([S:26][CH3:27])=[C:24]2[CH2:23][CH2:22][C:21]([OH:29])=[O:20])=[CH:5][CH:4]=1 |f:0.1|. Reported procedure: Following the procedure of Example 10, but using 1-(p-chlorobenzyl)-1-(4-fluorophenyl)hydrazine hydrochloride and methyl-5-methylthio-4-oxopentanoate as starting materials and t-butanol as the solvent, the title compound was prepared. 1H NMR (250 MHz, CDCl3) δ 2.29 (s, 3H), 2.58 (broad t, 2H, J-7.8 Hz), 3.23 (broad t, 2H, J =7.8 Hz), 5.37 (s, 2H), 6.87 (d, 2H, J =8.5 Hz), 6.89-6.95 (m, 1H), 7.08 (dd, 1H, J =4.3 and 8.9 Hz), 7.25 (d, 2H, J =8.5 Hz), 7.40 (d,d, 1H, J =2.6 and 9.4 Hz). Starting materials: [Si](C)(C)(C(C)(C)C)OCCC[C@H]1[C@H](OC[C@@H]1OC([C@H](OC)C1=CC=CC=C1)=O)C=1C=NC=CC1 ((2S,3S,4R)-3-(3-t-butyldimethylsilyloxyprop-1-yl)-4-[(R)-(-)-α-methoxyphenylacetoxy)-2-(3-pyridyl)tetrahydrofuran), [OH-].[Na+] (sodium hydroxide). Solvent: CO (methanol). The product is [Si](C)(C)(C(C)(C)C)OCCC[C@@H]1[C@H](OC[C@@H]1O)C=1C=NC=CC1 ((2S,3S,4R)-3-(3-t-butyldimethylsilyloxyprop-1-yl)-4-hydroxy-2-(3-pyridyl)tetrahydrofuran). RXN SMILES: [Si:1]([O:8][CH2:9][CH2:10][CH2:11][C@@H:12]1[C@@H:16]([O:17]C(=O)[C@@H](C2C=CC=CC=2)OC)[CH2:15][O:14][C@@H:13]1[C:29]1[CH:30]=[N:31][CH:32]=[CH:33][CH:34]=1)([C:4]([CH3:7])([CH3:6])[CH3:5])([CH3:3])[CH3:2].[OH-].[Na+]>CO>[Si:1]([O:8][CH2:9][CH2:10][CH2:11][C@H:12]1[C@@H:16]([OH:17])[CH2:15][O:14][C@@H:13]1[C:29]1[CH:30]=[N:31][CH:32]=[CH:33][CH:34]=1)([C:4]([CH3:7])([CH3:5])[CH3:6])([CH3:3])[CH3:2] |f:1.2|. Reported procedure: A solution of 2.02 g (0.00416 mole) of (2S,3S,4R)-3-(3-t-butyldimethylsilyloxyprop-1-yl)-4-[(R)-(-)-α-methoxyphenylacetoxy)-2-(3-pyridyl)tetrahydrofuran, 8.32 ml (0.00832 mole) of 1N sodium hydroxide in 20 ml of methanol is stirred at room temperature for 1 h and evaporated. The residue is triturated with water and extracted with ethyl acetate (3×20 ml). The combined extracts are washed with water and brine, dried (MgSO4) and evaporated. The residue is purified by flash chromatography to give (2... The product is CC1C([C@H]2N(C1C(=O)OCOC(C(C)(C)C)=O)C(C2NC(C(NC(=O)N2C(C(N(CC2)CC)=O)=O)C2=CC=CC=C2)=O)=O)=O (pivaloyloxymethyl 2-methyl-1-oxo-6-[2-phenyl-2-(4-ethyl-2,3-dioxopiperazine-1-carboxamido)acetamido]carbapenam-3-carboxylate). As a reaction SMILES: [CH3:1][C:2]1[C:3](=[O:44])[C@@H:4]2[CH:19]([NH:20][C:21](=[O:42])[CH:22]([C:36]3[CH:41]=[CH:40][CH:39]=[CH:38][CH:37]=3)[NH:23][C:24]([N:26]3[CH2:31][CH2:30][N:29]([CH2:32][CH3:33])[C:28](=[O:34])[C:27]3=[O:35])=[O:25])[C:18](=[O:43])[N:5]2[C:6]=1[C:7]([O:9][CH2:10][O:11][C:12](=[O:17])[C:13]([CH3:16])([CH3:15])[CH3:14])=[O:8].S1[C@@H]2CC(=O)N2C=CC1.O1CCCC1.C(O)(=O)C>[Zn].CCOCC>[CH3:1][CH:2]1[CH:6]([C:7]([O:9][CH2:10][O:11][C:12](=[O:17])[C:13]([CH3:15])([CH3:16])[CH3:14])=[O:8])[N:5]2[C:18](=[O:43])[CH:19]([NH:20][C:21](=[O:42])[CH:22]([C:36]3[CH:37]=[CH:38][CH:39]=[CH:40][CH:41]=3)[NH:23][C:24]([N:26]3[CH2:31][CH2:30][N:29]([CH2:32][CH3:33])[C:28](=[O:34])[C:27]3=[O:35])=[O:25])[C@H:4]2[C:3]1=[O:44]. The solvent is CCOCC (ether). The reagents and catalysts are [Zn] (zinc). Procedure details: Pivaloyloxymethyl 2-methyl-1-oxo-6-[2-phenyl-2-(4-ethyl-2,3dioxopiperazine-1-carboxamido)acetamido]carbapen-2-em-3-carboxylate [freshly prepared according to Example 28 from 127 mg. (0.19 mmole) of the ceph-3-em precursor] was taken up in a minimum of tetrahydrofuran and added to a slurry of activated zinc powder (1.27 g.) in a mixture of 26 ml. of acetic acid and 12 ml. of tetrahydrofuran at 0° C. Stirring at 0° C. was continued for 1 hour. Product was isolated according to procedures detailed ... Run at temperature 0 celsius, time 1 hour. Reactants: O1CCCC1 (tetrahydrofuran), CC=1C([C@H]2N(C1C(=O)OCOC(C(C)(C)C)=O)C(C2NC(C(NC(=O)N2C(C(N(CC2)CC)=O)=O)C2=CC=CC=C2)=O)=O)=O (Pivaloyloxymethyl 2-methyl-1-oxo-6-[2-phenyl-2-(4-ethyl-2,3dioxopiperazine-1-carboxamido)acetamido]carbapen-2-em-3-carboxylate), C(C)(=O)O (acetic acid), S1CC=CN2[C@H]1CC2=O (ceph-3-em), O1CCCC1 (tetrahydrofuran).